Dataset: the Open Reaction Database (ORD), a public repository of structured organic reaction records. Task: describe an organic reaction: reactants, conditions, products, and yield Starting materials: [H][H] (hydrogen), 50, C(C1=CC=CC=C1)N1C[C@@H](NCC1)CC1=CC=CC=C1 (1-benzyl-3(S)-benzylpiperazine). The reagents and catalysts are [OH-].[Pd+2].[OH-] (palladium(II) hydroxide). Run in CO (methanol). The product is C(C1=CC=CC=C1)[C@@H]1NCCNC1 (2(S)-benzylpiperazine). The yield is 47.3%. RXN SMILES: C([N:8]1[CH2:13][CH2:12][NH:11][C@@H:10]([CH2:14][C:15]2[CH:20]=[CH:19][CH:18]=[CH:17][CH:16]=2)[CH2:9]1)C1C=CC=CC=1.[H][H]>CO.[OH-].[Pd+2].[OH-]>[CH2:14]([C@H:10]1[CH2:9][NH:8][CH2:13][CH2:12][NH:11]1)[C:15]1[CH:20]=[CH:19][CH:18]=[CH:17][CH:16]=1 |f:3.4.5|. Reported procedure: A mixture of 0.32 gm (1.2 mMol) 1-benzyl-3(S)-benzylpiperazine and 0.06 gm 20% palladium(II) hydroxide on carbon in 50 mL methanol was hydrogenated at room temperature over night at an initial hydrogen pressure of 50 p.s.i. The reaction mixture was filtered, the solid washed with methanol, and the filtrate concentrated under reduced pressure to provide 0.10 gm (50%) of the title compound. Starting materials: C(=O)C1=CN=C(S1)NCC(=O)O (2-(5-Formylthiazol-2-ylamino)acetic acid), N[C@H](C(=O)N[C@H](C(=O)N)CC1=CC=C(C=C1)O)C ((S)-2-amino-N-((S)-1-amino-3-(4-hydroxyphenyl)-1-oxopropan-2-yl)propanamide), C(CCl)Cl (EDC), ON1N=NC2=C1N=CC=C2 (1-hydroxy-7-azabenzotriazole), CN1CCOCC1 (N-methylmorpholine). Run in CN(C)C=O (DMF). Run at time 18 hour. Yields the product NC([C@H](CC1=CC=C(C=C1)O)NC([C@H](C)NC(CNC=1SC(=CN1)C=O)=O)=O)=O ((S)-N-((S)-1-Amino-3-(4-hydroxyphenyl)-1-oxopropan-2-yl)-2-(2-(5-formylthiazol-2-ylamino)acetamido)propanamide). Yield: 59.5%. As a reaction SMILES: [CH:1]([C:3]1[S:7][C:6]([NH:8][CH2:9][C:10]([OH:12])=O)=[N:5][CH:4]=1)=[O:2].[NH2:13][C@@H:14]([CH3:30])[C:15]([NH:17][C@@H:18]([CH2:22][C:23]1[CH:28]=[CH:27][C:26]([OH:29])=[CH:25][CH:24]=1)[C:19]([NH2:21])=[O:20])=[O:16].C(Cl)CCl.ON1C2N=CC=CC=2N=N1.CN1CCOCC1>CN(C=O)C>[NH2:21][C:19](=[O:20])[C@@H:18]([NH:17][C:15](=[O:16])[C@@H:14]([NH:13][C:10](=[O:12])[CH2:9][NH:8][C:6]1[S:7][C:3]([CH:1]=[O:2])=[CH:4][N:5]=1)[CH3:30])[CH2:22][C:23]1[CH:24]=[CH:25][C:26]([OH:29])=[CH:27][CH:28]=1. Procedure: To a mixture of material from Example 3 (32.2 mg, 0.107 mmol), (S)-2-amino-N-((S)-1-amino-3-(4-hydroxyphenyl)-1-oxopropan-2-yl)propanamide (42.7 mg, 0.170 mmol), EDC (31.7 mg, 0.165 mmol) and 1-hydroxy-7-azabenzotriazole (10.0 mg, 0.073 mmol) is added anhydrous DMF (1.0 mL). The reaction is flushed with N2, treated with N-methylmorpholine (59 μl, 0.537 mmol), flushed with N2 and allowed to stir at room temp for 18 h. The reaction is diluted with DMF and purified by preparative HPLC (Condition A)... Reactants: NC1=C(C=CC2=CC=CC=C12)O (1-amino-2-naphthol), CN(C1=CC=CC=C1)C (N,N-dimethylaniline), O1CCCC1 (tetrahydrofuran), ClCC(=O)Cl (chloroacetyl chloride). Run in C(C)(=O)OCC (ethyl acetate). Run at time 1 hour. The product is N1C2=C(OCC1=O)C=CC1=CC=CC=C12 (1H-naphtho[2,1-b][1,4]oxazin-2(3H)-one). As a reaction SMILES: [NH2:1][C:2]1[C:11]2[C:6](=[CH:7][CH:8]=[CH:9][CH:10]=2)[CH:5]=[CH:4][C:3]=1[OH:12].CN(C)C1C=CC=CC=1.[O:22]1CC[CH2:24][CH2:23]1.ClCC(Cl)=O>C(OCC)(=O)C>[NH:1]1[C:23](=[O:22])[CH2:24][O:12][C:3]2[CH:4]=[CH:5][C:6]3[C:11]([C:2]1=2)=[CH:10][CH:9]=[CH:8][CH:7]=3. Reported procedure: To a mixture of 1-amino-2-naphthol (16.9 g), N,N-dimethylaniline (19.3 g) and tetrahydrofuran (200 ml) is added dropwise chloroacetyl chloride under ice cooling, and the mixture is stirred at the same temperature for one hour. To the reaction mixture is added ethyl acetate, and the ethyl acetate layer is washed, dried and distilled to remove the solvent. The resulting oil is dissolved in acetone (500 ml) and thereto is added potassium carbonate (75 g), and the mixture is refluxed for 2 hours, an... Starting materials: C(=O)(O)[C@@H](C)OC1CN(CCC1C1=CC=C(C=C1)OCCCOCC1=C(C=CC=C1)OC)C(=O)OC(C)(C)C (tert-butyl 3-(1(R)-carboxyethoxy)-4-{4-[3-(2-methoxybenzyloxy)propoxy]phenyl}piperidine-1-carboxylate), NC1=C(C=CC=C1)CCNC(C)=O (N-[2-(2-aminophenyl)ethyl]acetamide). The product is C(C)(=O)NCCC1=C(C=CC=C1)NC(=O)[C@@H](C)OC1CN(CCC1C1=CC=C(C=C1)OCCCOCC1=C(C=CC=C1)OC)C(=O)OC(C)(C)C (tert-Butyl 3-{1(R)-[2-(2-acetylaminoethyl)phenylcarbamoyl]ethoxy}-4-{4-[3-(2-methoxybenzyloxy)propoxy]phenyl}piperidine-1-carboxylate). RXN SMILES: [C:1]([C@H:4]([O:6][CH:7]1[CH:12]([C:13]2[CH:18]=[CH:17][C:16]([O:19][CH2:20][CH2:21][CH2:22][O:23][CH2:24][C:25]3[CH:30]=[CH:29][CH:28]=[CH:27][C:26]=3[O:31][CH3:32])=[CH:15][CH:14]=2)[CH2:11][CH2:10][N:9]([C:33]([O:35][C:36]([CH3:39])([CH3:38])[CH3:37])=[O:34])[CH2:8]1)[CH3:5])([OH:3])=O.[NH2:40][C:41]1[CH:46]=[CH:45][CH:44]=[CH:43][C:42]=1[CH2:47][CH2:48][NH:49][C:50](=[O:52])[CH3:51]>>[C:50]([NH:49][CH2:48][CH2:47][C:42]1[CH:43]=[CH:44][CH:45]=[CH:46][C:41]=1[NH:40][C:1]([C@H:4]([O:6][CH:7]1[CH:12]([C:13]2[CH:18]=[CH:17][C:16]([O:19][CH2:20][CH2:21][CH2:22][O:23][CH2:24][C:25]3[CH:30]=[CH:29][CH:28]=[CH:27][C:26]=3[O:31][CH3:32])=[CH:15][CH:14]=2)[CH2:11][CH2:10][N:9]([C:33]([O:35][C:36]([CH3:38])([CH3:39])[CH3:37])=[O:34])[CH2:8]1)[CH3:5])=[O:3])(=[O:52])[CH3:51]. Reported procedure: Analogously to Example 3a, 0.165 g of tert-butyl 3-(1(R)-carboxyethoxy)-4-{4-[3-(2-methoxybenzyloxy)propoxy]phenyl}piperidine-1-carboxylate and 0.066 g of N-[2-(2-aminophenyl)ethyl]acetamide (Example 34c) are reacted. The title compound is obtained as a yellow oil. Rf=0.22 (95:5 dichloromethane-methanol); Rt=5.34. The reactants are N[C@@H](CC(=O)O)C(=O)O (L-aspartic acid), C(C)(=O)OC(C)=O (acetic anhydride). The yield is 75.0%. Yields the product C(=O)N[C@H]1CC(=O)OC1=O (N-formyl-L-aspartic anhydride). Conditions: temperature 50 celsius, time 4 hour. Reaction SMILES: [NH2:1][C@H:2]([C:7]([OH:9])=[O:8])[CH2:3][C:4]([OH:6])=O.[C:10](OC(=O)C)(=[O:12])C>C(O)=O>[CH:10]([NH:1][C@@H:2]1[C:7](=[O:8])[O:9][C:4](=[O:6])[CH2:3]1)=[O:12]. Reported procedure: 13.3 g (0.1 mole) of L-aspartic acid was added to the mixture of 6.0 g of formic acid and 20.6 g of acetic anhydride, and the mixture was stirred for 4 hours at 50° C. After cooling the reaction mixture to 20° C., the crystal of N-formyl-L-aspartic anhydride precipitated was isolated by filtration, and washed with 30 ml of ethylether. After drying, 10.8 g (0.075 moles) of N-formyl-L-aspartic anhydride were obtained. The crystal thus obtained was admixed with 75 ml of acetic acid to form a slurry... The solvent is C(=O)O (formic acid). Reactants: FC(C(F)(F)F)(C(F)(F)F)I (1,2,2,2-tetrafluoro-1-(trifluoromethyl)ethyl iodide), C(O)([O-])=O.[Na+] (sodium hydrogencarbonate), S(=O)([O-])S(=O)[O-].[Na+].[Na+] (sodium dithionite), CC(CCC(C)C)C1=C(N)C=CC=C1 (2-(1,4-dimethylpentyl)aniline). Reagents/catalysts: S(=O)(=O)(O)[O-].C(CCC)[N+](CCCC)(CCCC)CCCC (tetra-n-butylammonium hydrogensulfate). Run in O (water), CCCCCC (hexane), solution, COC(C)(C)C (t-butyl methyl ether). The product is CC(CCC(C)C)C1=C(N)C=CC(=C1)C(C(F)(F)F)(C(F)(F)F)F (2-(1,4-dimethylpentyl)-4-[1,2,2,2-tetrafluoro-1-(trifluoromethyl)ethyl]aniline). Isolated yield 97.1%. As a reaction SMILES: [CH3:1][CH:2]([C:8]1[CH:14]=[CH:13][CH:12]=[CH:11][C:9]=1[NH2:10])[CH2:3][CH2:4][CH:5]([CH3:7])[CH3:6].[F:15][C:16](I)([C:21]([F:24])([F:23])[F:22])[C:17]([F:20])([F:19])[F:18].C(=O)([O-])O.[Na+].S(S([O-])=O)([O-])=O.[Na+].[Na+]>S([O-])(O)(=O)=O.C([N+](CCCC)(CCCC)CCCC)CCC.CCCCCC.O.COC(C)(C)C>[CH3:1][CH:2]([C:8]1[CH:14]=[C:13]([C:16]([F:15])([C:21]([F:24])([F:23])[F:22])[C:17]([F:20])([F:19])[F:18])[CH:12]=[CH:11][C:9]=1[NH2:10])[CH2:3][CH2:4][CH:5]([CH3:6])[CH3:7] |f:2.3,4.5.6,7.8|. Procedure details: The 2-(1,4-dimethylpentyl)aniline (1.8 g, 9.4 mmol) obtained in Example 3-2 was dissolved in a solution (50 ml) consisting of t-butyl methyl ether and water in the ratio of 1:1. To the resulting solution were added 1,2,2,2-tetrafluoro-1-(trifluoromethyl)ethyl iodide (2.78 g, 9.4 mmol), tetra-n-butylammonium hydrogensulfate (318 mg, 0.94 mmol), sodium hydrogencarbonate (795 mg, 9.4 mmol) and then sodium dithionite (1.63 g, 9.4 mmol), and the resulting mixture was stirred at room temperature for 1...